The task is: describe an organic reaction: reactants, conditions, products, and yield. This data is from the Open Reaction Database (ORD), a public repository of structured organic reaction records. Starting materials: C(#N)N(C(SC)=N)C1=CC=C(C=C1)C=1C(CC(NN1)=O)C (6-(4-(N-cyano-S-methylisothioureido)phenyl)-5-methyl-4,5-dihydro-3(2H)-pyridazinone), C(CC1=CC=CC=C1)N (phenethylamine), N1=CC=CC=C1 (pyridine). Product: C(CC1=CC=CC=C1)NC(NC1=CC=C(C=C1)C=1C(CC(NN1)=O)C)=NC#N (6-[4-(N3 -Phenethyl-N2 -cyanoguanidino)phenyl]-5-methyl-4,5-dihydro-3(2H)-pyridazinone). RXN SMILES: C([N:3]([C:8]1[CH:13]=[CH:12][C:11]([C:14]2[CH:15]([CH3:21])[CH2:16][C:17](=[O:20])[NH:18][N:19]=2)=[CH:10][CH:9]=1)[C:4](=[NH:7])SC)#N.[CH2:22]([NH2:30])[CH2:23][C:24]1[CH:29]=[CH:28][CH:27]=[CH:26][CH:25]=1.[N:31]1C=CC=C[CH:32]=1>>[CH2:22]([NH:30][C:4](=[N:7][C:32]#[N:31])[NH:3][C:8]1[CH:9]=[CH:10][C:11]([C:14]2[CH:15]([CH3:21])[CH2:16][C:17](=[O:20])[NH:18][N:19]=2)=[CH:12][CH:13]=1)[CH2:23][C:24]1[CH:29]=[CH:28][CH:27]=[CH:26][CH:25]=1. Reported procedure: A stirred mixture of 6-(4-(N-cyano-S-methylisothioureido)phenyl)-5-methyl-4,5-dihydro-3(2H)-pyridazinone, (2 g), phenethylamine (8.4 ml) and pyridine (40 ml) was heated under reflux for 3 hours. The mixture was evaporated under reduced pressure to yield an oil, which on trituration with one normal acetic acid (17 ml) gave 1.1 g of a solid, m.p. 209°-210° C. Recrystallisation from ethanol gave the pure title compound, 0.64 g, m.p. 215°-217° C. Starting materials: COc1cc(Cc2cnc(N)nc2N)c2cccnc2c1, [Na+], [OH-], O=[N+]([O-])O, O=S(=O)(O)O. Product: COc1cc(Cc2cnc(N)nc2N)c2cccnc2c1[N+](=O)[O-]. As a reaction SMILES: [NH2:1][c:2]1[n:3][cH:4][c:5]([CH2:9][c:10]2[c:11]3[cH:12][cH:13][cH:14][n:15][c:16]3[cH:17][c:18]([O:20][CH3:21])[cH:19]2)[c:6]([NH2:8])[n:7]1.[Na+:27].[OH-:26].[OH:22][N+:23]([O-:24])=[O:25].[S:28](=[O:29])(=[O:30])([OH:31])[OH:32]>>[NH2:1][c:2]1[n:3][cH:4][c:5]([CH2:9][c:10]2[c:11]3[cH:12][cH:13][cH:14][n:15][c:16]3[c:17]([N+:23](=[O:22])[O-:24])[c:18]([O:20][CH3:21])[cH:19]2)[c:6]([NH2:8])[n:7]1. The reactants are NC1=C(C=C(C=C1)Cl)C(=O)C1=CC(=CC=C1)Cl ((2-amino-5-chloro-phenyl)-(3-chloro-phenyl)-methanone), [OH-].[K+] (KOH), C(C)(C)(C)OC(CC(=O)OC(C)(C)C)=O (malonic acid di-tert-butyl ester). Reaction conditions: temperature 110 celsius, time 16 hour. Yields the product C(C)(C)(C)OC(=O)C=1C(=NC2=CC=C(C=C2C1C1=CC(=CC=C1)Cl)Cl)O (6-chloro-4-(3-chloro-phenyl)-2-hydroxy-quinoline-3-carboxylic acid tert-butyl ester). The yield is 50.8%. RXN SMILES: [NH2:1][C:2]1[CH:7]=[CH:6][C:5]([Cl:8])=[CH:4][C:3]=1[C:9]([C:11]1[CH:16]=[CH:15][CH:14]=[C:13]([Cl:17])[CH:12]=1)=O.[OH-].[K+].[C:20]([O:24][C:25](=[O:34])[CH2:26][C:27](OC(C)(C)C)=[O:28])([CH3:23])([CH3:22])[CH3:21]>>[C:20]([O:24][C:25]([C:26]1[C:27]([OH:28])=[N:1][C:2]2[C:3]([C:9]=1[C:11]1[CH:16]=[CH:15][CH:14]=[C:13]([Cl:17])[CH:12]=1)=[CH:4][C:5]([Cl:8])=[CH:6][CH:7]=2)=[O:34])([CH3:23])([CH3:22])[CH3:21] |f:1.2|. Reported procedure: A mixture of (2-amino-5-chloro-phenyl)-(3-chloro-phenyl)-methanone (550 mg, 2.07 mmol), KOH (58 mg, 1.03 mmol) and malonic acid di-tert-butyl ester (0.7 ml, 3.1 mmol) was placed in a sealed tube, and the resulting reaction mixture was stirred at 110° C. for 16 h. After cooling, the reaction mixture was purified by flash column chromatography (20-30% ethyl acetate in hexane) to give 6-chloro-4-(3-chloro-phenyl)-2-hydroxy-quinoline-3-carboxylic acid tert-butyl ester (410 mg, 51%) as an off white s...